This data is from the Open Reaction Database (ORD), a public repository of structured organic reaction records. The task is: describe an organic reaction: reactants, conditions, products, and yield Reactants: Cl.ClC=1N=C(NC1CC)C(=O)N[C@@H]1[C@@H](CNCC1)OCC (cis(±)-4-Chloro-N-(3-ethoxypiperidin-4-yl)-5-ethyl-1H-imidazole-2-carboxamide hydrochloride), ClC1=CC(N(C=C1)C=1SC(=C(N1)C)C(=O)OCC)=O (ethyl 2-(4-chloro-2-oxopyridin-1(2H)-yl)-4-methyl-1,3-thiazole-5-carboxylate), C([O-])([O-])=O.[Na+].[Na+] (sodium carbonate). Run in CS(=O)C (DMSO). Product: ClC=1N=C(NC1CC)C(=O)N[C@@H]1[C@@H](CN(CC1)C1=CC(N(C=C1)C=1SC(=C(N1)C)C(=O)OCC)=O)OCC (Ethyl cis(±)-2-[4-(4-{[(4-chloro-5-ethyl-1H-imidazol-2-yl)carbonyl]amino}-3-ethoxypiperidin-1-yl)-2-oxopyridin-1(2H)-yl]-4-methyl-1,3-thiazole-5-carboxylate). Isolated yield 6.5%. As a reaction SMILES: Cl.[Cl:2][C:3]1[N:4]=[C:5]([C:10]([NH:12][C@H:13]2[CH2:18][CH2:17][NH:16][CH2:15][C@H:14]2[O:19][CH2:20][CH3:21])=[O:11])[NH:6][C:7]=1[CH2:8][CH3:9].Cl[C:23]1[CH:28]=[CH:27][N:26]([C:29]2[S:30][C:31]([C:35]([O:37][CH2:38][CH3:39])=[O:36])=[C:32]([CH3:34])[N:33]=2)[C:25](=[O:40])[CH:24]=1.C(=O)([O-])[O-].[Na+].[Na+]>CS(C)=O>[Cl:2][C:3]1[N:4]=[C:5]([C:10]([NH:12][C@H:13]2[CH2:18][CH2:17][N:16]([C:23]3[CH:28]=[CH:27][N:26]([C:29]4[S:30][C:31]([C:35]([O:37][CH2:38][CH3:39])=[O:36])=[C:32]([CH3:34])[N:33]=4)[C:25](=[O:40])[CH:24]=3)[CH2:15][C@H:14]2[O:19][CH2:20][CH3:21])=[O:11])[NH:6][C:7]=1[CH2:8][CH3:9] |f:0.1,3.4.5|. Reported procedure: cis(±)-4-Chloro-N-(3-ethoxypiperidin-4-yl)-5-ethyl-1H-imidazole-2-carboxamide hydrochloride obtained in Example (131a) (100 mg, 0.297 mmol), ethyl 2-(4-chloro-2-oxopyridin-1(2H)-yl)-4-methyl-1,3-thiazole-5-carboxylate obtained in Example (140a) (106 mg, 0.355 mmol) and sodium carbonate (157 mg, 1.48 mmol) were suspended in DMSO (1 mL). The suspension was subjected to same operation as in Example (131b) to obtain 10.8 mg of the title compound as a pale yellow solid (6%). The reactants are O=C([O-])[O-], CN(C)C=O, Cc1ccc(N(C)S(=O)(=O)c2cccs2)c2[nH]c(-c3ncc(CCl)s3)cc12, [K+], [K+], OC1CCNC1, O. Yields the product Cc1ccc(N(C)S(=O)(=O)c2cccs2)c2[nH]c(-c3ncc(CN4CCC(O)C4)s3)cc12. Reaction SMILES: [C:34](=[O:35])([O-:36])[O-:37].[CH3:41][N:42]([CH3:43])[CH:44]=[O:45].[Cl:1][CH2:2][c:3]1[cH:4][n:5][c:6](-[c:8]2[nH:9][c:10]3[c:11]([N:18]([S:19](=[O:20])(=[O:21])[c:22]4[s:23][cH:24][cH:25][cH:26]4)[CH3:27])[cH:12][cH:13][c:14]([CH3:17])[c:15]3[cH:16]2)[s:7]1.[K+:38].[K+:39].[NH:28]1[CH2:29][CH:30]([OH:33])[CH2:31][CH2:32]1.[OH2:40]>>[CH2:2]([c:3]1[cH:4][n:5][c:6](-[c:8]2[nH:9][c:10]3[c:11]([N:18]([S:19](=[O:20])(=[O:21])[c:22]4[s:23][cH:24][cH:25][cH:26]4)[CH3:27])[cH:12][cH:13][c:14]([CH3:17])[c:15]3[cH:16]2)[s:7]1)[N:28]1[CH2:29][CH:30]([OH:33])[CH2:31][CH2:32]1. Starting materials: ClCCCC=1OC(=NN1)CC1=CC=CC=C1 (2-(3-chloropropyl)-5-(phenylmethyl)-1,3,4-oxadiazole), Cl (HCl), C(CCC)N1C(NC(C=2N(C(=NC12)Cl)CC=C)=O)=O (3-butyl-8-chloro-7-(2-propen-1-yl)-3,7-dihydro-1H-purine-2,6-dione), C([O-])([O-])=O.[Cs+].[Cs+] (cesium carbonate), N1CCOCC1 (morpholine). Yields the product C(CCC)N1C(N(C(C=2NC(=NC12)Cl)=O)CCCC=1OC(=NN1)CC1=CC=CC=C1)=O (3-Butyl-8-chloro-1-{3-[5-(phenylmethyl)-1,3,4-oxadiazol-2-yl]propyl}-3,7-dihydro-1H-purine-2,6-dione). As a reaction SMILES: [CH2:1]([N:5]1[C:13]2[N:12]=[C:11]([Cl:14])[N:10](CC=C)[C:9]=2[C:8](=[O:18])[NH:7][C:6]1=[O:19])[CH2:2][CH2:3][CH3:4].C(=O)([O-])[O-].[Cs+].[Cs+].Cl[CH2:27][CH2:28][CH2:29][C:30]1[O:31][C:32]([CH2:35][C:36]2[CH:41]=[CH:40][CH:39]=[CH:38][CH:37]=2)=[N:33][N:34]=1.N1CCOCC1.Cl>CN(C=O)C.C1C=CC([P]([Pd]([P](C2C=CC=CC=2)(C2C=CC=CC=2)C2C=CC=CC=2)([P](C2C=CC=CC=2)(C2C=CC=CC=2)C2C=CC=CC=2)[P](C2C=CC=CC=2)(C2C=CC=CC=2)C2C=CC=CC=2)(C2C=CC=CC=2)C2C=CC=CC=2)=CC=1.CCOC(C)=O>[CH2:1]([N:5]1[C:13]2[N:12]=[C:11]([Cl:14])[NH:10][C:9]=2[C:8](=[O:18])[N:7]([CH2:27][CH2:28][CH2:29][C:30]2[O:31][C:32]([CH2:35][C:36]3[CH:41]=[CH:40][CH:39]=[CH:38][CH:37]=3)=[N:33][N:34]=2)[C:6]1=[O:19])[CH2:2][CH2:3][CH3:4] |f:1.2.3,^1:57,59,78,97|. The reagents and catalysts are C=1C=CC(=CC1)[P](C=2C=CC=CC2)(C=3C=CC=CC3)[Pd]([P](C=4C=CC=CC4)(C=5C=CC=CC5)C=6C=CC=CC6)([P](C=7C=CC=CC7)(C=8C=CC=CC8)C=9C=CC=CC9)[P](C=1C=CC=CC1)(C=1C=CC=CC1)C=1C=CC=CC1 (tetrakis(triphenylphosphine)palladium(0)). Run at temperature 55 celsius, time 5 hour. Reported procedure: To 3-butyl-8-chloro-7-(2-propen-1-yl)-3,7-dihydro-1H-purine-2,6-dione (99 mg, 0.35 mmol) in dry DMF (2 ml) was added cesium carbonate (137 mg, 0.42 mmol) followed by a solution in dry DMF (1 ml) of 2-(3-chloropropyl)-5-(phenylmethyl)-1,3,4-oxadiazole (99 mg, 0.42 mmol). The mixture was stirred under nitrogen and heated at 55° C. for 2.5 h then stirred at room temperature overnight. The mixture was degassed by repeatedly evacuating and admitting nitrogen and then tetrakis(triphenylphosphine)palla... The yield is 59.3%. Run in CN(C)C=O (DMF), CCOC(=O)C (EtOAc), CN(C)C=O (DMF). The reactants are Cc1ccc(S(=O)(=O)N(CCCl)CCCl)cc1, [I-], Cc1ccc(I)cc1N, [K+], [Na+], [Na+], O=C([O-])[O-], OC1CCCCC1. The product is Cc1ccc(S(=O)(=O)N2CCN(c3cc(I)ccc3C)CC2)cc1. Reaction SMILES: [Cl:1][CH2:2][CH2:3][N:4]([S:5](=[O:6])(=[O:7])[c:8]1[cH:9][cH:10][c:11]([CH3:14])[cH:12][cH:13]1)[CH2:15][CH2:16][Cl:17].[I-:19].[I:26][c:27]1[cH:28][cH:29][c:30]([CH3:34])[c:31]([NH2:32])[cH:33]1.[K+:18].[Na+:20].[Na+:21].[O-:22][C:23](=[O:24])[O-:25].[OH:35][CH:36]1[CH2:37][CH2:38][CH2:39][CH2:40][CH2:41]1>>[CH2:2]1[CH2:3][N:4]([S:5](=[O:6])(=[O:7])[c:8]2[cH:9][cH:10][c:11]([CH3:14])[cH:12][cH:13]2)[CH2:15][CH2:16][N:32]1[c:31]1[c:30]([CH3:34])[cH:29][cH:28][c:27]([I:26])[cH:33]1. The reactants are CC(C)([O-])C.[K+] (potassium t-butoxide), ClC=1C(=C(NC1Cl)C1=CC(=C(C=C1)Cl)Cl)C#N (4,5-dichloro-2-(3,4-dichlorophenyl)-pyrrole-3-carbonitrile), C(C)OC(C)Cl (1-chloroethyl ethyl ether). The solvent is O1CCCC1 (tetrahydrofuran), O1CCCC1 (tetrahydrofuran). Conditions: time 0.5 hour. Product: ClC=1C(=C(N(C1Cl)C(C)OCC)C1=CC(=C(C=C1)Cl)Cl)C#N (4,5-dichloro-2-(3,4-dichlorophenyl)-1-(1-ethoxyethyl)pyrrole-3-carbonitril). The yield is 97.5%. As a reaction SMILES: [Cl:1][C:2]1[C:3]([C:16]#[N:17])=[C:4]([C:8]2[CH:13]=[CH:12][C:11]([Cl:14])=[C:10]([Cl:15])[CH:9]=2)[NH:5][C:6]=1[Cl:7].CC(C)([O-])C.[K+].[CH2:24]([O:26][CH:27](Cl)[CH3:28])[CH3:25]>O1CCCC1>[Cl:1][C:2]1[C:3]([C:16]#[N:17])=[C:4]([C:8]2[CH:13]=[CH:12][C:11]([Cl:14])=[C:10]([Cl:15])[CH:9]=2)[N:5]([CH:24]([O:26][CH2:27][CH3:28])[CH3:25])[C:6]=1[Cl:7] |f:1.2|. Procedure: To 4,5-dichloro-2-(3,4-dichlorophenyl)-pyrrole-3-carbonitrile (5.0 g, 0.016 mol) dissolved in 300 mL of tetrahydrofuran is added, portionwise, potassium t-butoxide (2.75 g, 0.025 mol) with ice cooling and stirring. The cooled mixture is treated with a solution of 1-chloroethyl ethyl ether (2.31 g, 0.021 mol) in 15 mL of tetrahydrofuran at 10° C. over a 5 minute period. The mixture is stirred for 1/2 hour at ambient temperatures, evaporated to a volume of 50 mL and poured into a mixture of 200 mL... Yields the product COC1=CC=C(C=C1)C1(C2=CC=CC=C2C=2C=CC=CC12)C1=CC(=C(C=C1)O)C (9-(4-methoxyphenyl)-9-(3-methyl-4-hydroxyphenyl)fluorene). As a reaction SMILES: O[C:2]1([C:15]2[CH:20]=[CH:19][C:18]([O:21][CH3:22])=[CH:17][CH:16]=2)[C:14]2[CH:13]=[CH:12][CH:11]=[CH:10][C:9]=2[C:8]2[C:3]1=[CH:4][CH:5]=[CH:6][CH:7]=2.[C:23]1([CH3:30])[C:28]([OH:29])=[CH:27][CH:26]=[CH:25][CH:24]=1.OS(O)(=O)=O.[OH-].[Na+]>C(O)(=O)C.O>[CH3:22][O:21][C:18]1[CH:17]=[CH:16][C:15]([C:2]2([C:25]3[CH:26]=[CH:27][C:28]([OH:29])=[C:23]([CH3:30])[CH:24]=3)[C:3]3[CH:4]=[CH:5][CH:6]=[CH:7][C:8]=3[C:9]3[C:14]2=[CH:13][CH:12]=[CH:11][CH:10]=3)=[CH:20][CH:19]=1 |f:3.4|. Reactants: OS(=O)(=O)O (H2SO4), [OH-].[Na+] (NaOH), OC1(C2=CC=CC=C2C=2C=CC=CC12)C1=CC=C(C=C1)OC (9-hydroxy-9-(4-methoxyphenyl)fluorene), C1(=CC=CC=C1O)C (o-cresol). The solvent is C(C)(=O)O (acetic acid), O (water). The yield is 95.2%. Procedure details: 4-Bromoanisole (46.7 g) was added dropwise to a stirred mixture of magnesium (6.0 g) in dry THF (250 mL). When all the magnesium had dissolved, 9-fluorene (40.0 g) in THF (400 mL) was added dropwise. The mixture was then stirred at room temperature for 3 hours and quenched with saturated ammonium chloride solution. The excess solvent was evaporated in vacuo and the residue extracted with ethyl acetate. The organic layers were dried (MgSO4), filtered, evaporated and recrystallized from hexane/eth... Run at time 30 second. The reactants are IC1=C(C=CC=C1)[N+](=O)[O-] (2-iodonitrobenzene), C1(=CC=CC=C1)NC(C)=O (N-phenylacetamide), CNCCN (N-methylethylenediamine), P(=O)([O-])([O-])[O-].[K+].[K+].[K+] (potassium phosphate). Reagents/catalysts: [Cu]I (CuI), [Fe] (iron). The solvent is C1(=CC=CC=C1)C (toluene). Run at temperature 100 celsius. Yields the product CC1=NC2=C(N1C1=CC=CC=C1)C=CC=C2 (2-Methyl-1-phenyl-1H-benzimidazole). Yield: 78.7%. Reaction SMILES: I[C:2]1[CH:7]=[CH:6][CH:5]=[CH:4][C:3]=1[N+:8]([O-])=O.[C:11]1([NH:17][C:18](=O)[CH3:19])[CH:16]=[CH:15][CH:14]=[CH:13][CH:12]=1.CNCCN.P([O-])([O-])([O-])=O.[K+].[K+].[K+]>C1(C)C=CC=CC=1.[Cu]I.[Fe]>[CH3:19][C:18]1[N:8]([C:3]2[CH:4]=[CH:5][CH:6]=[CH:7][CH:2]=2)[C:12]2[CH:13]=[CH:14][CH:15]=[CH:16][C:11]=2[N:17]=1 |f:3.4.5.6|. Procedure details: A reaction tube containing 2-iodonitrobenzene (125 mg, 0.5 mmol), N-phenylacetamide (81 mg, 0.6 mmol), CuI (4.8 mg, 0.025 mmol), N-methylethylenediamine (4.4 μL, 0.05 mmol), potassium phosphate (212 mg, 1 mmol) in dry toluene (3 mL) was purged with dry argon for 3 min. Then the mixture was heated at 100° C. for 18 h. After cooling, the reaction was hydrolyzed with 3 mL of water and filtered through a Varian cartridge Chem Elut 12198007, rinsing with ethyl acetate. The crude mixture was dissolved...